This data is from the Open Reaction Database (ORD), a public repository of structured organic reaction records. The task is: describe an organic reaction: reactants, conditions, products, and yield Reactants: C[Si](C)(C)C#N (trimethylsilyl cyanide), C1(=CC=CC=C1)C (toluene), IC=1C=C2C(=CC(N(C2=CC1)C)=O)CC(=O)OC (methyl 6-iodo-1-methyl-2-oxo-1,2-dihydro-4-quinolineacetate), CNC1=CC=C(C=C1)I (N-methyl-4-iodoaniline). The reagents and catalysts are C=1C=CC(=CC1)[P](C=2C=CC=CC2)(C=3C=CC=CC3)[Pd]([P](C=4C=CC=CC4)(C=5C=CC=CC5)C=6C=CC=CC6)([P](C=7C=CC=CC7)(C=8C=CC=CC8)C=9C=CC=CC9)[P](C=1C=CC=CC1)(C=1C=CC=CC1)C=1C=CC=CC1 (tetrakistriphenylphosphinepalladium). The solvent is O (water), C(C)N(CC)CC (triethylamine). Yields the product C(#N)C=1C=C2C(=CC(N(C2=CC1)C)=O)CC(=O)OC (Methyl 6-cyano-1-methyl-2-oxo-1,2-dihydro-4-quinolineacetate). Reaction SMILES: C[Si]([C:5]#[N:6])(C)C.I[C:8]1[CH:9]=[C:10]2[C:15](=[CH:16][CH:17]=1)[N:14]([CH3:18])[C:13](=[O:19])[CH:12]=[C:11]2[CH2:20][C:21]([O:23][CH3:24])=[O:22].CNC1C=CC(I)=CC=1.C1(C)C=CC=CC=1>C(N(CC)CC)C.C1C=CC([P]([Pd]([P](C2C=CC=CC=2)(C2C=CC=CC=2)C2C=CC=CC=2)([P](C2C=CC=CC=2)(C2C=CC=CC=2)C2C=CC=CC=2)[P](C2C=CC=CC=2)(C2C=CC=CC=2)C2C=CC=CC=2)(C2C=CC=CC=2)C2C=CC=CC=2)=CC=1.O>[C:5]([C:8]1[CH:9]=[C:10]2[C:15](=[CH:16][CH:17]=1)[N:14]([CH3:18])[C:13](=[O:19])[CH:12]=[C:11]2[CH2:20][C:21]([O:23][CH3:24])=[O:22])#[N:6] |^1:51,53,72,91|. Procedure details: 1.1 ml of trimethylsilyl cyanide (8.4 mmol) followed by 0.15 g (0.13 mmol) of tetrakistriphenylphosphinepalladium are added to a solution of 0.50 g (1.4 mmol) of methyl 6-iodo-1-methyl-2-oxo-1,2-dihydro-4-quinolineacetate (prepared from N-methyl-4-iodoaniline according to the method described in Example 1) in 6 ml of anhydrous triethylamine. The reaction medium is then heated to reflux for 4 hours under a nitrogen atmosphere. After cooling to room temperature, the medium is poured into 60 ml of ...